This data is from the Open Reaction Database (ORD), a public repository of structured organic reaction records. The task is: describe an organic reaction: reactants, conditions, products, and yield Reaction SMILES: [OH:1][C:2]1[CH:3]=[C:4]([N:8]2[CH2:13][CH2:12][N:11]([C:14]([O:16][C:17]([CH3:20])([CH3:19])[CH3:18])=[O:15])[CH2:10][CH2:9]2)[CH:5]=[CH:6][CH:7]=1.C(=O)([O-])[O-].[K+].[K+].[Cl:27][C:28]1[CH:29]=[N:30][C:31]([N:38]2[CH2:41][CH:40](OS(C)(=O)=O)[CH2:39]2)=[C:32]([CH:37]=1)[C:33]([O:35]C)=[O:34].[OH-].[Na+]>CN(C)C=O>[C:17]([O:16][C:14]([N:11]1[CH2:12][CH2:13][N:8]([C:4]2[CH:3]=[C:2]([CH:7]=[CH:6][CH:5]=2)[O:1][CH:40]2[CH2:41][N:38]([C:31]3[N:30]=[CH:29][C:28]([Cl:27])=[CH:37][C:32]=3[C:33]([OH:35])=[O:34])[CH2:39]2)[CH2:9][CH2:10]1)=[O:15])([CH3:20])([CH3:19])[CH3:18] |f:1.2.3,5.6|. The solvent is CN(C=O)C (dimethylformamide), CN(C=O)C (dimethylformamide). Product: C(C)(C)(C)OC(=O)N1CCN(CC1)C=1C=C(OC2CN(C2)C2=C(C(=O)O)C=C(C=N2)Cl)C=CC1 (2-(3-(3-(4-(tert-butoxycarbonyl)piperazin-1-yl)phenoxy)azetidin-1-yl)-5-chloronicotinic acid). Starting materials: [OH-].[Na+] (NaOH), OC=1C=C(C=CC1)N1CCN(CC1)C(=O)OC(C)(C)C (tert-butyl 4-(3-hydroxyphenyl)piperazine-1-carboxylate), C([O-])([O-])=O.[K+].[K+] (potassium carbonate), ClC=1C=NC(=C(C(=O)OC)C1)N1CC(C1)OS(=O)(=O)C (methyl 5-chloro-2-(3-((methylsulfonyl)oxy)azetidin-1-yl)nicotinate). Procedure details: To a solution of tert-butyl 4-(3-hydroxyphenyl)piperazine-1-carboxylate (D18) (143.18 mg, 0.514 mmole) in dimethylformamide (2 ml), potassium carbonate (71 mg, 0.514 mmol) and the reaction mixture was heated 2 h at 80° C. methyl 5-chloro-2-(3-((methylsulfonyl)oxy)azetidin-1-yl)nicotinate (D63) (150 mg, 0.467 mmol) in dimethylformamide (2 ml) was added dropwise and the resulting mixture stirred 21 h at 120° C. After cooling at room temperature, 1M NaOH (0.935 ml) was added and the mixture stirred... Run at temperature 120 celsius, time 21 hour. Starting materials: OC1(c2ccc(Cl)c(C3OCCO3)c2)SC(COCc2ccccc2)C(OCc2ccccc2)C(OCc2ccccc2)C1OCc1ccccc1, Cl, C1CCOC1, O. The product is O=Cc1cc(C2(O)SC(COCc3ccccc3)C(OCc3ccccc3)C(OCc3ccccc3)C2OCc2ccccc2)ccc1Cl. Reaction SMILES: [CH2:7]([c:8]1[cH:9][cH:10][cH:11][cH:12][cH:13]1)[O:14][CH:15]1[C:16]([OH:17])([c:47]2[cH:48][c:49]([CH:54]3[O:55][CH2:58][CH2:57][O:56]3)[c:50]([Cl:53])[cH:51][cH:52]2)[S:18][CH:19]([CH2:38][O:39][CH2:40][c:41]2[cH:42][cH:43][cH:44][cH:45][cH:46]2)[CH:20]([O:30][CH2:31][c:32]2[cH:33][cH:34][cH:35][cH:36][cH:37]2)[CH:21]1[O:22][CH2:23][c:24]1[cH:25][cH:26][cH:27][cH:28][cH:29]1.[ClH:1].[O:2]1[CH2:3][CH2:4][CH2:5][CH2:6]1.[OH2:59]>>[CH2:7]([c:8]1[cH:9][cH:10][cH:11][cH:12][cH:13]1)[O:14][CH:15]1[C:16]([OH:17])([c:47]2[cH:48][c:49]([CH:54]=[O:55])[c:50]([Cl:53])[cH:51][cH:52]2)[S:18][CH:19]([CH2:38][O:39][CH2:40][c:41]2[cH:42][cH:43][cH:44][cH:45][cH:46]2)[CH:20]([O:30][CH2:31][c:32]2[cH:33][cH:34][cH:35][cH:36][cH:37]2)[CH:21]1[O:22][CH2:23][c:24]1[cH:25][cH:26][cH:27][cH:28][cH:29]1. Starting materials: CCCCC[C@@H](/C=C/[C@H]1[C@@H](CC(=O)[C@@H]1CCCCCCC(=O)O)O)O (PGE1), alcohol, tertiary amine, bis-trifluoroacetate, FC(C(=O)OC(C(F)(F)F)=O)(F)F (trifluoroacetic anhydride). Run in N1=CC=CC=C1 (pyridine). The product is CCCCC[C@@H](/C=C/[C@H]1C=CC(=O)[C@@H]1CCCCCCC(=O)O)O (PGA1). As a reaction SMILES: [CH3:1][CH2:2][CH2:3][CH2:4][CH2:5][C@H:6]([OH:25])/[CH:7]=[CH:8]/[C@@H:9]1[C@@H:14]([CH2:15][CH2:16][CH2:17][CH2:18][CH2:19][CH2:20][C:21]([OH:23])=[O:22])[C:12](=[O:13])[CH2:11][C@H:10]1O.FC(F)(F)C(OC(=O)C(F)(F)F)=O>N1C=CC=CC=1>[CH3:1][CH2:2][CH2:3][CH2:4][CH2:5][C@H:6]([OH:25])/[CH:7]=[CH:8]/[C@@H:9]1[C@@H:14]([CH2:15][CH2:16][CH2:17][CH2:18][CH2:19][CH2:20][C:21]([OH:23])=[O:22])[C:12](=[O:13])[CH:11]=[CH:10]1. Procedure: Alternately, the PGE1 -type compound is transformed to a bis-trifluoroacetate, for example by reaction with trifluoroacetic anhydride in the presence of pyridine in a solvent at 0° to 5° C., and thereafter contacted with a low-boiling alcohol (preferably b.p. below 110° C.) with a tertiary amine to form a PGA1 -type compound. Reactants: C(#N)[BH3-].[Na+] (sodium cyanoborohydride), O1C=NC=C1C1=CC=C(C=C1)NC=1N=C(C2=C(N1)CCNC2)NC[C@@H]2OCCC2 ((R)-N2-(4-(Oxazol-5-yl)phenyl)-N4-((tetrahydrofuran-2-yl)methyl)-5,6,7,8-tetrahydropyrido[4,3-d]pyrimidine-2,4-diamine), C=O (formaldehyde), C(C)(=O)O (Acetic acid). Run in CO (methanol). Conditions: time 15 minute. The product is CN1CC2=C(N=C(N=C2NC[C@@H]2OCCC2)NC2=CC=C(C=C2)C2=CN=CO2)CC1 ((R)-6-methyl-N2-(4-(oxazol-5-yl)phenyl)-N4-((tetrahydrofuran-2-yl)methyl)-5,6,7,8-tetrahydropyrido[4,3-d]pyrimidine-2,4-diamine). Isolated yield 33.3%. Reaction SMILES: [O:1]1[C:5]([C:6]2[CH:11]=[CH:10][C:9]([NH:12][C:13]3[N:14]=[C:15]([NH:23][CH2:24][C@H:25]4[CH2:29][CH2:28][CH2:27][O:26]4)[C:16]4[CH2:22][NH:21][CH2:20][CH2:19][C:17]=4[N:18]=3)=[CH:8][CH:7]=2)=[CH:4][N:3]=[CH:2]1.[C:30](O)(=O)C.C=O.C([BH3-])#N.[Na+]>CO>[CH3:30][N:21]1[CH2:20][CH2:19][C:17]2[N:18]=[C:13]([NH:12][C:9]3[CH:8]=[CH:7][C:6]([C:5]4[O:1][CH:2]=[N:3][CH:4]=4)=[CH:11][CH:10]=3)[N:14]=[C:15]([NH:23][CH2:24][C@H:25]3[CH2:29][CH2:28][CH2:27][O:26]3)[C:16]=2[CH2:22]1 |f:3.4|. Procedure: (R)-N2-(4-(Oxazol-5-yl)phenyl)-N4-((tetrahydrofuran-2-yl)methyl)-5,6,7,8-tetrahydropyrido[4,3-d]pyrimidine-2,4-diamine (135 mg, 0.34 mmol, example 80a) was dissolved in methanol (3 mL). Acetic acid (0.020 mL, 0.34 mmol) was added followed by formaldehyde (0.026 mL, 0.34 mmol). The reaction mixture was stirred at room temperature for 15 minutes and sodium cyanoborohydride (21.62 mg, 0.34 mmol) MP—CNBH3 was added. The reaction was stirred overnight, the MP—CNBH3 was filtered off and the solvent wa... Starting materials: C(#N)C(C1=CC(=C(CNC(C2=C(N=CC=C2)OC2=CC=C(C=C2)F)=O)C=C1)F)(C)C (N-[4-(cyano-dimethyl-methyl)-2-fluoro-benzyl]-2-(4-fluoro-phenoxy)-nicotinamide), N(=[N+]=[N-])[Si](C)(C)C (azidotrimethylsilane), C[Sn](C)=O (dimethyl tin oxide). Run in C1(=CC=CC=C1)C (toluene). Reaction conditions: temperature 100 celsius, time 7 day. Yields the product FC1=C(CNC(C2=C(N=CC=C2)OC2=CC=C(C=C2)F)=O)C=CC(=C1)C(C)(C1=NN=NN1)C (N-{2-Fluoro4-[1-methyl-1-(1H-tetrazol-5-yl)-ethyl]-benzyl}-2-(4-fluoro-phenoxy)-nicotinamide). Reaction SMILES: [C:1]([C:3]([CH3:30])([CH3:29])[C:4]1[CH:27]=[CH:26][C:7]([CH2:8][NH:9][C:10](=[O:25])[C:11]2[CH:16]=[CH:15][CH:14]=[N:13][C:12]=2[O:17][C:18]2[CH:23]=[CH:22][C:21]([F:24])=[CH:20][CH:19]=2)=[C:6]([F:28])[CH:5]=1)#[N:2].[N:31]([Si](C)(C)C)=[N+:32]=[N-:33].C[Sn](=O)C>C1(C)C=CC=CC=1>[F:28][C:6]1[CH:5]=[C:4]([C:3]([CH3:30])([C:1]2[NH:33][N:32]=[N:31][N:2]=2)[CH3:29])[CH:27]=[CH:26][C:7]=1[CH2:8][NH:9][C:10](=[O:25])[C:11]1[CH:16]=[CH:15][CH:14]=[N:13][C:12]=1[O:17][C:18]1[CH:23]=[CH:22][C:21]([F:24])=[CH:20][CH:19]=1. Procedure: To N-[4-(cyano-dimethyl-methyl)-2-fluoro-benzyl]-2-(4-fluoro-phenoxy)-nicotinamide (2.36 g) in a 50 mL sealable tube were added anhydrous toluene (2 mL), azidotrimethylsilane (1.42 mL), and dimethyl tin oxide (0.19 g). The reaction was stirred at 100° C. for seven days. The solvent was removed in vacuo. The residue was then taken up in acetone, and the precipitate was filtered and rinsed with water, giving a brown solid (1.13 g). The filtrate was concentrated, then taken up in satd. aq. sodium b... Reactants: Cc1ncc(CCCNC(=O)OC(C)(C)C)cc1Nc1ncc2c(n1)-c1ccc(C(F)(F)F)cc1NC(=O)C2, Cl, C1COCCO1. The product is Cc1ncc(CCCN)cc1Nc1ncc2c(n1)-c1ccc(C(F)(F)F)cc1NC(=O)C2. RXN SMILES: [CH3:2][c:3]1[c:4]([NH:20][c:21]2[n:22][cH:23][c:24]3[c:30]([n:31]2)-[c:29]2[c:28]([cH:35][c:34]([C:36]([F:37])([F:38])[F:39])[cH:33][cH:32]2)[NH:27][C:26](=[O:40])[CH2:25]3)[cH:5][c:6]([CH2:9][CH2:10][CH2:11][NH:12][C:13](=[O:14])[O:15][C:16]([CH3:17])([CH3:18])[CH3:19])[cH:7][n:8]1.[ClH:1].[O:41]1[CH2:42][CH2:43][O:44][CH2:45][CH2:46]1>>[CH3:2][c:3]1[c:4]([NH:20][c:21]2[n:22][cH:23][c:24]3[c:30]([n:31]2)-[c:29]2[c:28]([cH:35][c:34]([C:36]([F:37])([F:38])[F:39])[cH:33][cH:32]2)[NH:27][C:26](=[O:40])[CH2:25]3)[cH:5][c:6]([CH2:9][CH2:10][CH2:11][NH2:12])[cH:7][n:8]1.